Dataset: the Open Reaction Database (ORD), a public repository of structured organic reaction records. Task: describe an organic reaction: reactants, conditions, products, and yield Starting materials: C1(=CC=CC2=CC=CC=C12)OCC1CNCC1 (3-[(1-naphthalenyloxy)methyl]pyrrolidine), C1(=CC=CC=C1)OC(=O)OCC(=O)OCC (ethyl [(phenyloxycarbonyl)oxy]acetate). Solvent: C1(=CC=CC=C1)C (toluene). Run at temperature 60 celsius. The product is C1(=CC=CC2=CC=CC=C12)OCC1CN(CC1)C(=O)OCC(=O)OCC (2-(ethyloxy)-2-oxoethyl 3-[(1-naphthalenyloxy)methyl]-1-pyrrolidinecarboxylate). As a reaction SMILES: [C:1]1([O:11][CH2:12][CH:13]2[CH2:17][CH2:16][NH:15][CH2:14]2)[C:10]2[C:5](=[CH:6][CH:7]=[CH:8][CH:9]=2)[CH:4]=[CH:3][CH:2]=1.C1([O:24][C:25]([O:27][CH2:28][C:29]([O:31][CH2:32][CH3:33])=[O:30])=O)C=CC=CC=1>C1(C)C=CC=CC=1>[C:1]1([O:11][CH2:12][CH:13]2[CH2:17][CH2:16][N:15]([C:25]([O:27][CH2:28][C:29]([O:31][CH2:32][CH3:33])=[O:30])=[O:24])[CH2:14]2)[C:10]2[C:5](=[CH:6][CH:7]=[CH:8][CH:9]=2)[CH:4]=[CH:3][CH:2]=1. Procedure details: A solution of 0.20 g (0.88 mmol) of 3-[(1-naphthalenyloxy)methyl]pyrrolidine, prepared in Step 12.2., and 0.35 g (1.5 mmol) of ethyl [(phenyloxycarbonyl)oxy]acetate, prepared in accordance with Example 1.1, in 6 ml of toluene is heated at 60° C. overnight. It is evaporated to dryness and the residue is taken up in a mixture of water, dichloromethane and saturated aqueous sodium hydrogen carbonate solution. The organic phase is decanted, dried over sodium sulfate and evaporated to dryness. The re... The reactants are ClC1=C2NC=NC2=NC=N1 (6-chloropurine), C1(CC1)N (cyclopropylamine). Run in CO (MeOH). The product is C1(CC1)NC1=C2N=CNC2=NC=N1 (6-Cyclopropylamino-9H-purine). Yield: 153.1%. RXN SMILES: Cl[C:2]1[N:10]=[CH:9][N:8]=[C:7]2[C:3]=1[NH:4][CH:5]=[N:6]2.[CH:11]1([NH2:14])[CH2:13][CH2:12]1>CO>[CH:11]1([NH:14][C:2]2[N:10]=[CH:9][N:8]=[C:7]3[C:3]=2[N:4]=[CH:5][NH:6]3)[CH2:13][CH2:12]1. Reported procedure: A solution of 6-chloropurine (Aldrich Chemical Company, 4.23 g, 27 mmoles) and cyclopropylamine (Aldrich Chemical Company, 12.5 g, 22 mmoles) in MeOH (100 ml) was heated at 50° C. for 48 hours. The solvent was removed, and the crude product was purified on a silica gel column eluting with CHCl3 : 5% MeOH to obtain 5.90 g of a cream solid. This was recrystallized from MeOH to give two crops, 2.69 g and 1.16 g (81.4% total yield); mp. 237-240. Reactants: COC(=O)C(Cc1cc(OC)cc(OC)c1)SCC(=O)O, O=C(OC(=O)C(F)(F)F)C(F)(F)F, O=C(O)C(F)(F)F. The product is COC(=O)C1Cc2cc(OC)cc(OC)c2C(=O)CS1. RXN SMILES: [CH3:1][O:2][c:3]1[cH:4][c:5]([CH2:6][CH:7]([C:8](=[O:9])[O:10][CH3:11])[S:12][CH2:13][C:14](=[O:15])[OH:16])[cH:17][c:18]([O:20][CH3:21])[cH:19]1.[F:22][C:23]([F:24])([F:25])[C:26]([O:27][C:28](=[O:29])[C:30]([F:31])([F:32])[F:33])=[O:34].[OH:35][C:36]([C:37]([F:38])([F:39])[F:40])=[O:41]>>[CH3:1][O:2][c:3]1[c:4]2[c:5]([cH:17][c:18]([O:20][CH3:21])[cH:19]1)[CH2:6][CH:7]([C:8](=[O:9])[O:10][CH3:11])[S:12][CH2:13][C:14]2=[O:15].